From a dataset of the Open Reaction Database (ORD), a public repository of structured organic reaction records. describe an organic reaction: reactants, conditions, products, and yield Reactants: Clc1ncc(Br)c2cc[nH]c12, CC(C)(C)[Si](C)(C)OS(=O)(=O)C(F)(F)F, [H-], [Na+], C1CCOC1. The product is CC(C)(C)[Si](C)(C)n1ccc2c(Br)cnc(Cl)c21. Reaction SMILES: [Br:1][c:2]1[c:3]2[c:4]([c:5]([Cl:8])[n:6][cH:7]1)[nH:9][cH:10][cH:11]2.[F:14][C:15]([F:16])([F:17])[S:18]([O:19][Si:20]([CH3:21])([CH3:22])[C:23]([CH3:24])([CH3:25])[CH3:26])(=[O:27])=[O:28].[H-:12].[Na+:13].[O:29]1[CH2:30][CH2:31][CH2:32][CH2:33]1>>[Br:1][c:2]1[c:3]2[c:4]([c:5]([Cl:8])[n:6][cH:7]1)[n:9]([Si:20]([CH3:21])([CH3:22])[C:23]([CH3:24])([CH3:25])[CH3:26])[cH:10][cH:11]2. The reactants are C[Mg]Br (methyl-magnesium bromide), CCOCC (Et2O), BrC1=C(N=C2N(C1=O)C(=CC=C2)C)C=O (3-bromo-6-methyl-4-oxo-4H-pyrido[1,2-a]pyrimidine-2-carbaldehyde). Solvent: C1CCOC1 (THF). Reaction conditions: temperature 9 celsius, time 2 hour. Yields the product BrC1=C(N=C2N(C1=O)C(=CC=C2)C)C(C)O (3-bromo-2-(1-hydroxyethyl)-6-methyl-4H-pyrido[1,2-a]pyrimidin-4-one). Reaction SMILES: [Br:1][C:2]1[C:7](=[O:8])[N:6]2[C:9]([CH3:13])=[CH:10][CH:11]=[CH:12][C:5]2=[N:4][C:3]=1[CH:14]=[O:15].[CH3:16][Mg]Br.CCOCC>C1COCC1>[Br:1][C:2]1[C:7](=[O:8])[N:6]2[C:9]([CH3:13])=[CH:10][CH:11]=[CH:12][C:5]2=[N:4][C:3]=1[CH:14]([OH:15])[CH3:16]. Reported procedure: To a stirred suspension of 3-bromo-6-methyl-4-oxo-4H-pyrido[1,2-a]pyrimidine-2-carbaldehyde (1.4162 g, 5.30 mmol) in THF (53.0 mL) was added methyl-magnesium bromide 3 M in Et2O (2.65 mL, 7.95 mmol) dropwise at 0° C. and the mixture was allowed to warm to 9° C. over 2 h. After 2 h, the reaction was quenched with satd aq NH4Cl (50 mL) and water (50 mL) and extracted with EtOAc (50 mL×2). The combined organic layers were washed with water (50 mL×1), brine (50 mL×1), dried over Na2SO4, filtered, an... Reactants: ClC=1C(=CC(=C(C(=O)OC(C)(C)C)C1)F)OCC1(CCCCC1)C(F)(F)F (tert-butyl 5-chloro-2-fluoro-4-((1-(trifluoromethyl)-cyclohexyl)methoxy)benzoate), ClC=1C(=CC(=C(C(=O)OC(C)(C)C)C1)F)OCC1CCC(CC1)(C)C (tert-butyl 5-chloro-4-((4,4-dimethylcyclohexyl)-methoxy)-2-fluorobenzoate). Yields the product C1(CC1)C=1C(=CC(=C(C(=O)OC(C)(C)C)C1)F)OCC1CCC(CC1)(C)C (tert-butyl 5-cyclopropyl-4-((4,4-dimethylcyclohexyl)-methoxy)-2-fluorobenzoate), oil. Isolated yield 73.0%. Reaction SMILES: ClC1C(OCC2(C(F)(F)F)CCCCC2)=C[C:5](F)=[C:6]([CH:14]=1)C(OC(C)(C)C)=O.Cl[C:29]1[C:30]([O:43][CH2:44][CH:45]2[CH2:50][CH2:49][C:48]([CH3:52])([CH3:51])[CH2:47][CH2:46]2)=[CH:31][C:32]([F:42])=[C:33]([CH:41]=1)[C:34]([O:36][C:37]([CH3:40])([CH3:39])[CH3:38])=[O:35]>>[CH:14]1([C:29]2[C:30]([O:43][CH2:44][CH:45]3[CH2:50][CH2:49][C:48]([CH3:52])([CH3:51])[CH2:47][CH2:46]3)=[CH:31][C:32]([F:42])=[C:33]([CH:41]=2)[C:34]([O:36][C:37]([CH3:40])([CH3:39])[CH3:38])=[O:35])[CH2:6][CH2:5]1. Reported procedure: Following the procedure as described in Example 158 step 3, and making variations as required to replace tert-butyl 5-chloro-2-fluoro-4-((1-(trifluoromethyl)-cyclohexyl)methoxy)benzoate with tert-butyl 5-chloro-4-((4,4-dimethylcyclohexyl)-methoxy)-2-fluorobenzoate, the title compound was obtained as a pale yellow oil (2.13 g, 73%): MS (ES+) m/z 399.2 (M+23). Reactants: COC=1C=C(CC2N(CCC3=C(C=CC(=C23)O)OC)CC(=O)NCC2=NC=CC=C2)C=CC1OC (2-[1-(3,4-dimethoxy-benzyl)-8-hydroxy-5-methoxy-3,4-dihydro-1H-isoquinolin-2-yl]-N-(pyridin-2-yl-methyl)-acetamide), C1(CCCCC1)Br (cyclohexyl bromide). Product: COC=1C=C(CC2N(CCC3=C(C=CC(=C23)OC2CCCCC2)OC)CC(=O)NCC2=NC=CC=C2)C=CC1OC (2-[1-(3,4-dimethoxy-benzyl)-8-cyclohexyloxy-5-methoxy-3,4-dihydro-1H-isoquinolin-2-yl]-N-(pyridin-2-yl-methyl)-acetamide). Reaction SMILES: [CH3:1][O:2][C:3]1[CH:4]=[C:5]([CH:31]=[CH:32][C:33]=1[O:34][CH3:35])[CH2:6][CH:7]1[C:16]2[C:11](=[C:12]([O:18][CH3:19])[CH:13]=[CH:14][C:15]=2[OH:17])[CH2:10][CH2:9][N:8]1[CH2:20][C:21]([NH:23][CH2:24][C:25]1[CH:30]=[CH:29][CH:28]=[CH:27][N:26]=1)=[O:22].[CH:36]1(Br)[CH2:41][CH2:40][CH2:39][CH2:38][CH2:37]1>>[CH3:1][O:2][C:3]1[CH:4]=[C:5]([CH:31]=[CH:32][C:33]=1[O:34][CH3:35])[CH2:6][CH:7]1[C:16]2[C:11](=[C:12]([O:18][CH3:19])[CH:13]=[CH:14][C:15]=2[O:17][CH:36]2[CH2:41][CH2:40][CH2:39][CH2:38][CH2:37]2)[CH2:10][CH2:9][N:8]1[CH2:20][C:21]([NH:23][CH2:24][C:25]1[CH:30]=[CH:29][CH:28]=[CH:27][N:26]=1)=[O:22]. Procedure: prepared by reaction of 2-[1-(3,4-dimethoxy-benzyl)-8-hydroxy-5-methoxy-3,4-dihydro-1H-isoquinolin-2-yl]-N-(pyridin-2-yl-methyl)-acetamide with cyclohexyl bromide The reactants are C(C)OC(C(=O)C1=CNC2=CC=CC(=C12)Cl)=O (4-chloro-3-(1H)-indoleglyoxylic acid ethyl ester), [H-].[H-].[H-].[H-].[Li+].[Al+3] (LiAlH4), O (water). Solvent: CCOC(=O)C (EtOAc), C1CCOC1 (THF). Conditions: temperature 0 celsius, time 20 minute. Product: ClC1=C2C(=CNC2=CC=C1)CCO (2-(4-chloro-1H-indol-3-yl)-ethanol). As a reaction SMILES: C([O:3][C:4](=O)[C:5]([C:7]1[C:15]2[C:10](=[CH:11][CH:12]=[CH:13][C:14]=2[Cl:16])[NH:9][CH:8]=1)=O)C.[H-].[H-].[H-].[H-].[Li+].[Al+3].O>C1COCC1.CCOC(C)=O>[Cl:16][C:14]1[CH:13]=[CH:12][CH:11]=[C:10]2[C:15]=1[C:7]([CH2:5][CH2:4][OH:3])=[CH:8][NH:9]2 |f:1.2.3.4.5.6|. Procedure: To a solution of 4-chloro-3-(1H)-indoleglyoxylic acid ethyl ester (7.04 g, 30.0 mmol) in dry THF (0.4 L), at 0° C. under argon was added portionwise LiAlH4 (5.4 g, 135.2 mmol). The suspension was stirred at 0° C. for 20 min and at reflux for 3.5 h, cooled to 0° C., and water (17.6 mL) was added. It was stirred for 10 min, and then diluted with EtOAc. The reaction mixture was filtered. The solid was washed with EtOAc. The combined EtOAc portions were washed with water and brine, dried, filtered, ... Reactants: imine, imine, [BH4-].[Na+] (NaBH4), NC1CC(N(CC1)C[C@@H](C1=CC=NC2=CC=C(C=C12)OC)O)=O (4-amino-1-[(R)-2-hydroxy-2-(6-methoxyquinolin-4-yl)ethyl]piperidin-2-one), O=C1CSC2=C(N1)C=C(C=C2)C=O (3-oxo-3,4-dihydro-2H-benzo[1,4]thiazine-6-carbaldehyde), [O-]S(=O)(=O)[O-].[Na+].[Na+] (Na2SO4). Solvent: CN(C)C=O (DMF). Product: O[C@@H](CN1C(CC(CC1)NCC=1C=CC2=C(NC(CS2)=O)C1)=O)C1=CC=NC2=CC=C(C=C12)OC (6-({1-[(R)-2-hydroxy-2-(6-methoxyquinolin-4-yl)ethyl]-2-oxopiperidin-4-ylamino }-methyl)-4H-benzo[1,4]thiazin-3-one). As a reaction SMILES: [NH2:1][CH:2]1[CH2:7][CH2:6][N:5]([CH2:8][C@H:9]([OH:22])[C:10]2[C:19]3[C:14](=[CH:15][CH:16]=[C:17]([O:20][CH3:21])[CH:18]=3)[N:13]=[CH:12][CH:11]=2)[C:4](=[O:23])[CH2:3]1.[O:24]=[C:25]1[NH:30][C:29]2[CH:31]=[C:32]([CH:35]=O)[CH:33]=[CH:34][C:28]=2[S:27][CH2:26]1.[O-]S([O-])(=O)=O.[Na+].[Na+].[BH4-].[Na+]>CN(C=O)C>[OH:22][C@H:9]([C:10]1[C:19]2[C:14](=[CH:15][CH:16]=[C:17]([O:20][CH3:21])[CH:18]=2)[N:13]=[CH:12][CH:11]=1)[CH2:8][N:5]1[CH2:6][CH2:7][CH:2]([NH:1][CH2:35][C:32]2[CH:33]=[CH:34][C:28]3[S:27][CH2:26][C:25](=[O:24])[NH:30][C:29]=3[CH:31]=2)[CH2:3][C:4]1=[O:23] |f:2.3.4,5.6|. Procedure: A mixture of 4-amino-1-[(R)-2-hydroxy-2-(6-methoxyquinolin-4-yl)ethyl]piperidin-2-one (4e) (1 equiv.), 3-oxo-3,4-dihydro-2H-benzo[1,4]thiazine-6-carbaldehyde (in) (1.1 equiv.), and Na2SO4 in DMF is stirred until the imine has formed, then is filtered through a sintered glass funnel. The filtrate is concentrated to dryness in vacuo, and the residue is dissolved in MeOH. NaBH4 (1 equiv.) is added, and the reaction is stirred until the imine is consumed. The solvent is removed in vacuo and the resi... Starting materials: N1=C(C=CC=C1)C=N[C@H]1[C@@H](CCCC1)N=CC1=NC=CC=C1 (trans-N,N′-bispyridin-2-ylmethylenecyclohexane-1,2-diamine), [Fe](Cl)Cl (iron(II) chloride). Solvent: C1CCOC1 (THF). Conditions: time 0.5 hour. The product is [Fe](Cl)Cl.N1=C(C=CC=C1)C=N[C@H]1[C@@H](CCCC1)N=CC1=NC=CC=C1 ((trans-N,N′-Bispyridin-2-ylmethylenecyclohexane-1,2-diamine)-iron(II) chloride). Reaction SMILES: [N:1]1[CH:6]=[CH:5][CH:4]=[CH:3][C:2]=1[CH:7]=[N:8][C@@H:9]1[CH2:14][CH2:13][CH2:12][CH2:11][C@H:10]1[N:15]=[CH:16][C:17]1[CH:22]=[CH:21][CH:20]=[CH:19][N:18]=1.[Fe:23]([Cl:25])[Cl:24]>C1COCC1>[Fe:23]([Cl:25])[Cl:24].[N:1]1[CH:6]=[CH:5][CH:4]=[CH:3][C:2]=1[CH:7]=[N:8][C@@H:9]1[CH2:14][CH2:13][CH2:12][CH2:11][C@H:10]1[N:15]=[CH:16][C:17]1[CH:22]=[CH:21][CH:20]=[CH:19][N:18]=1 |f:3.4|. Reported procedure: In a baked Schlenk tube, 1.0 g (3.4 mmol) of trans-N,N′-bispyridin-2-ylmethylenecyclohexane-1,2-diamine are dissolved in 40 ml of THF and admixed with 431 mg (3.4 mmol) of iron(II) chloride (anhydrous). After 0.5 h, the solution becomes dark blue. After stirring at room temperature for another 2 hours, the solvent is removed under reduced pressure and the residue is stirred with 10 ml of heptane. Filtration through a G3 frit gives the product as a dark blue solid in a yield of 1.41 g (3.36 mmol,...